Dataset: the Open Reaction Database (ORD), a public repository of structured organic reaction records. Task: describe an organic reaction: reactants, conditions, products, and yield Reaction conditions: time 5 hour. The product is ClCC1=C(C=CC=C1)C(C(=O)N)=O (2-(Chloromethyl)phenylglyoxylamide). Reactants: ClCC1=C(C(=O)C#N)C=CC=C1 (2-(chloromethyl)benzoyl cyanide), Cl (hydrochloric acid), Cl (hydrogen chloride), O (water). As a reaction SMILES: [Cl:1][CH2:2][C:3]1[CH:12]=[CH:11][CH:10]=[CH:9][C:4]=1[C:5]([C:7]#[N:8])=[O:6].Cl.[OH2:14]>>[Cl:1][CH2:2][C:3]1[CH:12]=[CH:11][CH:10]=[CH:9][C:4]=1[C:5](=[O:6])[C:7]([NH2:8])=[O:14]. Isolated yield 74.0%. Procedure details: 16.5 g (92 mmol) of 2-(chloromethyl)benzoyl cyanide, 150 ml of concentrated hydrochloric acid and 150 ml of saturated ethereal hydrogen chloride solution were mixed together and stirred at room temperature for 5 hours. The mixture was then poured into water, the organic phase was separated off and the aqueous phase was extracted with methyl tert-butyl ether. The combined organic phases were washed with water, dried over sodium sulfate and concentrated. After purification by column chromatography...